Dataset: the Open Reaction Database (ORD), a public repository of structured organic reaction records. Task: describe an organic reaction: reactants, conditions, products, and yield Starting materials: ClC1=CC=C(OC2C(CNC2)O)C=C1 (4-(4-chlorophenoxy)-3-pyrrolidinol), CN=C=O (methyl isocyanate). Run in C(Cl)Cl (methylene chloride), C(Cl)Cl (methylene chloride). Run at time 1 hour. The product is O.ClC1=CC=C(O[C@@H]2CN(C[C@H]2O)C(=O)NC)C=C1.ClC1=CC=C(O[C@@H]2CN(C[C@H]2O)C(=O)NC)C=C1 (Trans-3-(4-chlorophenoxy)-4-hydroxy-N-methyl-1-pyrrolidinecarboxamide Hemihydrate). Reaction SMILES: [Cl:1][C:2]1[CH:14]=[CH:13][C:5]([O:6][CH:7]2[CH2:11][NH:10][CH2:9][CH:8]2[OH:12])=[CH:4][CH:3]=1.[CH3:15][N:16]=[C:17]=[O:18]>C(Cl)Cl>[OH2:6].[Cl:1][C:2]1[CH:14]=[CH:13][C:5]([O:6][C@H:7]2[C@H:8]([OH:12])[CH2:9][N:10]([C:17]([NH:16][CH3:15])=[O:18])[CH2:11]2)=[CH:4][CH:3]=1.[Cl:1][C:2]1[CH:14]=[CH:13][C:5]([O:6][C@H:7]2[C@H:8]([OH:12])[CH2:9][N:10]([C:17]([NH:16][CH3:15])=[O:18])[CH2:11]2)=[CH:4][CH:3]=1 |f:3.4.5|. Procedure details: A solution of 0.9 g. of 4-(4-chlorophenoxy)-3-pyrrolidinol in 50 ml. of methylene chloride was cooled to 0° C. and 0.24 g. of methyl isocyanate in 5 ml. of methylene chloride was added dropwise over the period of 10 min. Cooling was discontinued and stirring was continued for 1 hr. Solvent was then removed and the residue was crystallized from dimethylsulfoxide-water; m.p. 95 0°-98.5° C. Reactants: C1=CC=C(C=C1)N, B1(OC(C(O1)(C)C)(C)C)C2=CC(=CC(=C2)Cl)C(=O)OC. Reagents/catalysts: [O-]P(=O)([O-])[O-].[K+].[K+].[K+], CC(C)(C)P(C(C)(C)C)C(C)(C)C, C1=CC=C(C=C1)/C=C/C(=O)/C=C/C2=CC=CC=C2.C1=CC=C(C=C1)/C=C/C(=O)/C=C/C2=CC=CC=C2.C1=CC=C(C=C1)/C=C/C(=O)/C=C/C2=CC=CC=C2.[Pd].[Pd]. Solvent: COCCOC. Conditions: temperature 100 celsius. The product is B1(OC(C(O1)(C)C)(C)C)C2=CC(=CC(=C2)NC3=CC=CC=C3)C(=O)OC. The yield is 2.3%. Procedure details: aniline (0.162 mL, 1.78 mmol) was added to methyl 3-chloro-5-(4,4,5,5-tetramethyl-1,3,2-dioxaborolan-2-yl)benzoate (440mg, 1.48 mmol), TRIS(DIBENZYLIDENEACETONE)DIPALLADIUM(0) (13.59 mg, 0.01 mmol), tri- tert-butylphosphine (10.80 µL, 0.04 mmol) and potassium phosphate (441 mg, 2.08 mmol) in degassed DME (6 mL) at 20°C under nitrogen. The reaction was stirred at 100 °C for 2 days. The reaction mixture was diluted with Et2O (50 mL), and washed sequentially with water (50 mL) and saturated brine (... Product: C(C)N1C(=C(C(=O)O)C(C=C1C)=O)C1=CC=C(C=C1)Cl (1-ethyl-6-methyl-2-(4'-chlorophenyl)-4-oxonicotinic acid). Starting materials: C(C)N1C(=C(C(=O)OC)C(C=C1C)=O)C1=CC=C(C=C1)Cl (methyl 1-ethyl-6-methyl-2-(4'-chlorophenyl)-4-oxonicotinate), Cl (HCl). Reaction SMILES: [CH2:1]([N:3]1[C:12]([CH3:13])=[CH:11][C:10](=[O:14])[C:5]([C:6]([O:8]C)=[O:7])=[C:4]1[C:15]1[CH:20]=[CH:19][C:18]([Cl:21])=[CH:17][CH:16]=1)[CH3:2].Cl>[OH-].[Na+]>[CH2:1]([N:3]1[C:12]([CH3:13])=[CH:11][C:10](=[O:14])[C:5]([C:6]([OH:8])=[O:7])=[C:4]1[C:15]1[CH:16]=[CH:17][C:18]([Cl:21])=[CH:19][CH:20]=1)[CH3:2] |f:2.3|. Procedure: 46.1 g of crude methyl 1-ethyl-6-methyl-2-(4'-chlorophenyl)-4-oxonicotinate is suspended in 600 ml of 5% aqueous NaOH solution and warmed to 80°-85°. After 1-11/2 hours at this temperature the reaction mixture is cooled and acidified with dilute HCl. The resulting solid precipitate is collected by filtration, yielding 42 g of 1-ethyl-6-methyl-2-(4'-chlorophenyl)-4-oxonicotinic acid, mp (methylene chloride/ether)=235°-237° C. The yield is 95.5%. Solvent: [OH-].[Na+] (NaOH). Reactants: CC1=C([N+](=C(C=C1)C)[O-])C=1[N+](=CC=CC1)[O-] (3,6-dimethyl-2,2'-bipyridine 1,1'-dioxide), C(C)(=O)OC(C)=O (acetic anhydride). Run in C(Cl)(Cl)Cl (chloroform). Reaction conditions: time 20 hour. Yields the product CC=1C(=NC(=CC1)COC(C)=O)C=1[N+](=CC=CC1)[O-] (3-methyl-6-acetoxymethyl-2,2'-bipyridine 1'-oxide). As a reaction SMILES: [CH3:1][C:2]1[CH:7]=[CH:6][C:5]([CH3:8])=[N+:4]([O-])[C:3]=1[C:10]1[N+:11]([O-:16])=[CH:12][CH:13]=[CH:14][CH:15]=1.[C:17]([O:20]C(=O)C)(=[O:19])[CH3:18]>C(Cl)(Cl)Cl>[CH3:1][C:2]1[C:3]([C:10]2[N+:11]([O-:16])=[CH:12][CH:13]=[CH:14][CH:15]=2)=[N:4][C:5]([CH2:8][O:20][C:17](=[O:19])[CH3:18])=[CH:6][CH:7]=1. Reported procedure: A solution of 4 g (0.018 mol) of 3,6-dimethyl-2,2'-bipyridine 1,1'-dioxide in 20 ml chloroform is added dropwise, at 60° C. and under a nitrogen atmosphere, to 20 ml of acetic anhydride. The mixture is stirred for 20 hours at 60°-65° C. and then concentrated in vacuo. After the addition of 50 ml of water and 50 ml of ethyl acetate, the mixture is rendered alkaline with potassium carbonate. The water phase is separated off and washed with four times 50 ml of ethyl acetate/THF (ratio about 2:1 by ... The reactants are COC1=C(C(=O)OC)C=C(C(=C1)NC(C)=O)Cl (methyl 2-methoxy-4-acetamido-5-chlorobenzoate), [OH-].[Na+] (NaOH), Cl (HCl). The solvent is O (water), C(C)O (ethanol), O (water). Yields the product COC1=C(C(=O)O)C=C(C(=C1)N)Cl (2-methoxy-4-amino-5-chloro benzoic acid). Isolated yield 84.0%. RXN SMILES: [CH3:1][O:2][C:3]1[CH:12]=[C:11]([NH:13]C(=O)C)[C:10]([Cl:17])=[CH:9][C:4]=1[C:5]([O:7]C)=[O:6].[OH-].[Na+].Cl>C(O)C.O>[CH3:1][O:2][C:3]1[CH:12]=[C:11]([NH2:13])[C:10]([Cl:17])=[CH:9][C:4]=1[C:5]([OH:7])=[O:6] |f:1.2|. Reported procedure: 25.75 grs (0.1 mol) methyl 2-methoxy-4-acetamido-5-chlorobenzoate were introduced into a 500 ml flask, suspended in 100 ml ethanol. 40 grs NaOH, dissolved in 150 cc of water, were added and the mixture was heated under reflux for 2.5 hours. The mixture was diluted with water and made acid with concentrated HCl. The white solid which precipitated was collected and recrystallized from methanol. Weight: 17 grs m.p. = 213°-215° C. Yield = 84%. Yields the product COC(=O)CSc1ccc(Br)cc1. Reactants: Nc1ccc(Br)cc1, COC(=O)CS, CO, O=N[O-], [Na+], [Na+], O=C([O-])O. As a reaction SMILES: [Br:1][c:2]1[cH:3][cH:4][c:5]([NH2:8])[cH:6][cH:7]1.[CH3:13][O:14][C:15]([CH2:16][SH:17])=[O:18].[CH3:24][OH:25].[N:9]([O-:10])=[O:11].[Na+:12].[Na+:19].[OH:20][C:21](=[O:22])[O-:23]>>[Br:1][c:2]1[cH:3][cH:4][c:5]([S:17][CH2:16][C:15]([O:14][CH3:13])=[O:18])[cH:6][cH:7]1. The reactants are COC(=O)C=1C=C(C(=CC1)C)C1=CC=C(C=C1)NC(C1=C(C=CC=C1F)F)=O (4′-(2,6-difluro-benzoylamino)-6-methyl-biphenyl-3-carboxylic acid methyl ester), [Li+].[OH-] (LiOH). Yields the product FC1=C(C(=O)NC2=CC=C(C=C2)C2=CC(=CC=C2C)C(=O)O)C(=CC=C1)F (4′-(2,6-difluoro-benzoylamino)-6-methyl-biphenyl-3-carboxylic acid). As a reaction SMILES: C[O:2][C:3]([C:5]1[CH:6]=[C:7]([C:12]2[CH:17]=[CH:16][C:15]([NH:18][C:19](=[O:28])[C:20]3[C:25]([F:26])=[CH:24][CH:23]=[CH:22][C:21]=3[F:27])=[CH:14][CH:13]=2)[C:8]([CH3:11])=[CH:9][CH:10]=1)=[O:4].[Li+].[OH-]>>[F:26][C:25]1[CH:24]=[CH:23][CH:22]=[C:21]([F:27])[C:20]=1[C:19]([NH:18][C:15]1[CH:14]=[CH:13][C:12]([C:7]2[C:8]([CH3:11])=[CH:9][CH:10]=[C:5]([C:3]([OH:4])=[O:2])[CH:6]=2)=[CH:17][CH:16]=1)=[O:28] |f:1.2|. Procedure: Compound 1 was hydrolyzed by heating it in a solution of LiOH to yield 4′-(2,6-difluoro-benzoylamino)-6-methyl-biphenyl-3-carboxylic acid. A mixture of 4′-(2,6-difluoro-benzoylamino)-6-methyl-biphenyl-3-carboxylic acid (800 mg, 2.2 mmol), 2,2-diethoxy-ethylamine (0.32 mL, 2.2. mmol), 1-(3-dimethylaminopropyl)-3-ethylcarbodiimide (EDC) (5 mmol) in dry DMF (5 mL) was stirred at room temperature for 24 h. The mixture was diluted with water (20 mL) and extracted with ethyl acetate (EtOAc) (2×20 mL).... Starting materials: ClC1=CC=2C3=C(NC2C=C1)CCN(CC3)C (9-chloro-3-methyl-1,2,3,4,5,6-hexahydroazepino[4,5-b]indole), ClCC(=O)N1CCC(CC1)C (2-chloro-1-(4-methylpiperidin-1-yl)ethanone). Run in C1CCOC1 (THF), C1CCOC1 (THF). Reaction conditions: time 0.5 hour. Product: ClC1=CC=2C3=C(N(C2C=C1)CC(=O)N1CCC(CC1)C)CCN(CC3)C (2-(9-chloro-2,3,4,5-tetrahydro-3-methylazepino[4,5-b]indol-6(1H)-yl)-1-(4-methylpiperidin-1-yl)ethanone). The yield is 59.1%. RXN SMILES: [Cl:1][C:2]1[CH:10]=[CH:9][C:8]2[NH:7][C:6]3[CH2:11][CH2:12][N:13]([CH3:16])[CH2:14][CH2:15][C:5]=3[C:4]=2[CH:3]=1.Cl[CH2:18][C:19]([N:21]1[CH2:26][CH2:25][CH:24]([CH3:27])[CH2:23][CH2:22]1)=[O:20]>C1COCC1>[Cl:1][C:2]1[CH:10]=[CH:9][C:8]2[N:7]([CH2:18][C:19]([N:21]3[CH2:26][CH2:25][CH:24]([CH3:27])[CH2:23][CH2:22]3)=[O:20])[C:6]3[CH2:11][CH2:12][N:13]([CH3:16])[CH2:14][CH2:15][C:5]=3[C:4]=2[CH:3]=1. Procedure: To this solution 9-chloro-3-methyl-1,2,3,4,5,6-hexahydroazepino[4,5-b]indole (0.1 g, 0.43 mmol) in THF was added dropwise at 0° C. Then the reaction mixture was stirred for 0.5 h. The solution of 2-chloro-1-(4-methylpiperidin-1-yl)ethanone (89 mg, 0.51 mmol) in THF was added dropwise in reaction mixture. Then the reaction mixture was stirred at RT for 2 h. The reaction monitored by TLC. After completion of the reaction, the reaction mixture was quenched with ice water. THF was evaporated and aqu... Starting materials: CC1CC(c2ncc3nccc-3[nH]2)CC(C(C)(C)C)N1, CO, Cl. Yields the product CC1CC(c2ncc3nccc-3[nH]2)CC(C(C)(C)C)N1, Cl, O. Reaction SMILES: [C:1]([CH3:2])([CH3:3])([CH3:4])[CH:5]1[CH2:6][CH:7]([c:12]2[n:13][cH:14][c:15]3[n:20][cH:19][cH:18][c:16]-3[nH:17]2)[CH2:8][CH:9]([CH3:11])[NH:10]1.[CH3:22][OH:23].[ClH:21]>>[C:1]([CH3:2])([CH3:3])([CH3:4])[CH:5]1[CH2:6][CH:7]([c:12]2[n:13][cH:14][c:15]3[n:20][cH:19][cH:18][c:16]-3[nH:17]2)[CH2:8][CH:9]([CH3:11])[NH:10]1.[ClH:21].[OH2:23].